describe an organic reaction: reactants, conditions, products, and yield From a dataset of the Open Reaction Database (ORD), a public repository of structured organic reaction records. Starting materials: BrC=1C=C(C(=O)OC)C=C(C1O)O (methyl 3-bromo-4,5-dihydroxybenzoate), S(=O)(=O)(Cl)Cl (sulphuryl chloride). Solvent: C(C)(=O)O (acetic acid). Run at temperature 55 celsius, time 60 hour. The product is BrC=1C(=C(C(=C(C(=O)OC)C1)Cl)O)O (methyl 5-bromo-2-chloro-3,4-dihydroxybenzoate). Yield: 30.2%. Reaction SMILES: [Br:1][C:2]1[CH:3]=[C:4]([CH:9]=[C:10]([OH:13])[C:11]=1[OH:12])[C:5]([O:7][CH3:8])=[O:6].S(Cl)([Cl:17])(=O)=O>C(O)(=O)C>[Br:1][C:2]1[C:11]([OH:12])=[C:10]([OH:13])[C:9]([Cl:17])=[C:4]([CH:3]=1)[C:5]([O:7][CH3:8])=[O:6]. Procedure: A mixture of 9.6 g (40 mmol) of methyl 3-bromo-4,5-dihydroxybenzoate, 8.4 g (62 mmol) of sulphuryl chloride and 400 ml of glacial acetic acid is stirred at 55° C. for 60 hours and subsequently concentrated at 40° C. in a vacuum. The residue is dissolved in 200 ml of methanol and saturated with hydrogen chloride. After standing at room temperature for 5 hours the solvent is distilled off in a vacuum. The residual material is treated with about 100 ml of dichloromethane/ethyl acetate/petroleum eth... Reactants: CCO, COc1cc(Cc2cnc(CCCOc3cccc(CN4CCCCC4)c3)[nH]c2=O)ccn1. Product: O=c1[nH]c(CCCOc2cccc(CN3CCCCC3)c2)ncc1Cc1ccnc(O)c1. Reaction SMILES: [CH3:34][CH2:35][OH:36].[N:1]1([CH2:7][c:8]2[cH:9][c:10]([O:11][CH2:12][CH2:13][CH2:14][c:15]3[n:16][cH:17][c:18]([CH2:22][c:23]4[cH:24][c:25]([O:29][CH3:30])[n:26][cH:27][cH:28]4)[c:19](=[O:21])[nH:20]3)[cH:31][cH:32][cH:33]2)[CH2:2][CH2:3][CH2:4][CH2:5][CH2:6]1>>[N:1]1([CH2:7][c:8]2[cH:9][c:10]([O:11][CH2:12][CH2:13][CH2:14][c:15]3[n:16][cH:17][c:18]([CH2:22][c:23]4[cH:24][c:25]([OH:29])[n:26][cH:27][cH:28]4)[c:19](=[O:21])[nH:20]3)[cH:31][cH:32][cH:33]2)[CH2:2][CH2:3][CH2:4][CH2:5][CH2:6]1. Starting materials: N1CCOCC1 (morpholine), C1(CC1)N(C(=O)C1=CC=2C(=NC(=C3C2N(C=N3)C)NC=3SC(=CN3)C(=O)O)N1CC)C1CC1 (2-(7-(dicyclopropylcarbamoyl)-6-ethyl-1-methyl-1,6-dihydroimidazo[4,5-d]pyrrolo[2,3-b]pyridin-4-ylamino)thiazole-5-carboxylic acid). Product: C1(CC1)N(C(=O)C1=CC=2C(=NC(=C3C2N(C=N3)C)NC=3SC(=CN3)C(=O)N3CCOCC3)N1CC)C1CC1 (N,N-dicyclopropyl-6-ethyl-1-methyl-4-(5-(morpholine-4-carbonyl)thiazol-2-ylamino)-1,6-dihydroimidazo[4,5-d]pyrrolo[2,3-b]pyridine-7-carboxamide). RXN SMILES: [NH:1]1[CH2:6][CH2:5][O:4][CH2:3][CH2:2]1.[CH:7]1([N:10]([CH:37]2[CH2:39][CH2:38]2)[C:11]([C:13]2[N:34]([CH2:35][CH3:36])[C:16]3=[N:17][C:18]([NH:25][C:26]4[S:27][C:28]([C:31](O)=[O:32])=[CH:29][N:30]=4)=[C:19]4[N:23]=[CH:22][N:21]([CH3:24])[C:20]4=[C:15]3[CH:14]=2)=[O:12])[CH2:9][CH2:8]1>>[CH:37]1([N:10]([CH:7]2[CH2:8][CH2:9]2)[C:11]([C:13]2[N:34]([CH2:35][CH3:36])[C:16]3=[N:17][C:18]([NH:25][C:26]4[S:27][C:28]([C:31]([N:1]5[CH2:6][CH2:5][O:4][CH2:3][CH2:2]5)=[O:32])=[CH:29][N:30]=4)=[C:19]4[N:23]=[CH:22][N:21]([CH3:24])[C:20]4=[C:15]3[CH:14]=2)=[O:12])[CH2:38][CH2:39]1. Procedure details: This compound was prepared according to Example 20 using morpholine and 2-(7-(dicyclopropylcarbamoyl)-6-ethyl-1-methyl-1,6-dihydroimidazo[4,5-d]pyrrolo[2,3-b]pyridin-4-ylamino)thiazole-5-carboxylic acid (example 20A) to provide N,N-dicyclopropyl-6-ethyl-1-methyl-4-(5-(morpholine-4-carbonyl)thiazol-2-ylamino)-1,6-dihydroimidazo[4,5-d]pyrrolo[2,3-b]pyridine-7-carboxamide as a white solid. Reactants: NC=1C(=CC(=CC1)O)C (4-Amino-m-cresol), C(=O)C1=CC(=C(C(=O)OC)C=C1)C (4-formyl-2-methyl-benzoic acid, methyl ester), C(C)(=O)O[BH-](OC(C)=O)OC(C)=O.[Na+] (Sodium triacetoxyborohydride). The solvent is C(C)(=O)O (acetic acid). Conditions: time 8 hour. The product is OC1=CC(=C(C=C1)NCC1=CC(=C(C(=O)OC)C=C1)C)C (4-((4-Hydroxy-2-methylphenylamino)methyl)-2-methyl benzoic acid, methyl ester). Yield: 82.3%. As a reaction SMILES: [NH2:1][C:2]1[C:3]([CH3:9])=[CH:4][C:5]([OH:8])=[CH:6][CH:7]=1.[CH:10]([C:12]1[CH:21]=[CH:20][C:15]([C:16]([O:18][CH3:19])=[O:17])=[C:14]([CH3:22])[CH:13]=1)=O.C(O[BH-](OC(=O)C)OC(=O)C)(=O)C.[Na+]>C(O)(=O)C>[OH:8][C:5]1[CH:6]=[CH:7][C:2]([NH:1][CH2:10][C:12]2[CH:21]=[CH:20][C:15]([C:16]([O:18][CH3:19])=[O:17])=[C:14]([CH3:22])[CH:13]=2)=[C:3]([CH3:9])[CH:4]=1 |f:2.3|. Procedure details: 4-Amino-m-cresol (242 g, 1.96 mol) is added to a slurry of 4-formyl-2-methyl-benzoic acid, methyl ester (350 g, 1.96 mol) and acetic acid (3100 mL) at room temperature. Sodium triacetoxyborohydride (728 g, 3.44 mol) is added portionwise, keeping the temperature below 30° C. using an ice water bath. After overnight stirring, the reaction mixture is concentrated under reduced pressure. The residue is adjusted to pH 5 using aqueous saturated sodium bicarbonate. The resulting solid is filtered off, ... Reactants: N1C=CC=2C1=NC=CC2OC2=CC=C(C=C2)O (4-(1H-Pyrrolo[2,3-b]pyridin-4-yloxy)phenol), [N+](=O)(O)[O-] (HNO3). Solvent: CC(=O)O (AcOH). Reaction conditions: time 1 hour. Product: [N+](=O)([O-])C1=C(C=CC(=C1)OC1=C2C(=NC=C1)NC=C2)O (2-nitro-4-(1H-pyrrolo[2,3-b]pyridin-4-yloxy)-phenol). RXN SMILES: [NH:1]1[C:5]2=[N:6][CH:7]=[CH:8][C:9]([O:10][C:11]3[CH:16]=[CH:15][C:14]([OH:17])=[CH:13][CH:12]=3)=[C:4]2[CH:3]=[CH:2]1.[N+:18]([O-])([OH:20])=[O:19]>CC(O)=O>[N+:18]([C:15]1[CH:16]=[C:11]([O:10][C:9]2[CH:8]=[CH:7][N:6]=[C:5]3[NH:1][CH:2]=[CH:3][C:4]=23)[CH:12]=[CH:13][C:14]=1[OH:17])([O-:20])=[O:19]. Procedure details: 4-(1H-Pyrrolo[2,3-b]pyridin-4-yloxy)phenol (Step b, 5.6 g, 24.8 mmol, 1.0 eq.) was dissolved into AcOH (100 ml) and HNO3 (70%, 2.4 mL, 26.7, 1.1 eq.) was added dropwise. The reaction was stirred for 1 h at RT. The acids were removed by evaporation and the residue was taken up in NaHCO3 (aq., saturated, 100 mL) and CH2Cl2 (200 mL). Separated the layers and washed the organic layers with NaHCO3 (aq., saturated, 50 mL) and brine (50 mL). Back extracted aqueous layers with CH2Cl2 (100 ml) and dried ... Reactants: BrCCC(\C(=C(\CC1=CC(=CC=C1)OC1=CC=CC=C1)/F)\F)C1=CC=C(C=C1)Cl (1-[(2E)-6-bromo-4-(4-chlorophenyl)-2,3-difluoro-2-hexenyl]-3-phenoxybenzene), [S-]C1=CC=CC=C1.[Na+] (sodium thiophenoxide). Solvent: C(C)O (ethanol). Run at time 2 hour. Yields the product ClC1=CC=C(C=C1)C(\C(=C(\CC1=CC(=CC=C1)OC1=CC=CC=C1)/F)\F)CCSC1=CC=CC=C1 (1-[(2E)-4-(4-chlorophenyl)-2,3-difluoro-6-(phenylsulfanyl)-2-hexenyl]-3-phenoxybenzene). Isolated yield 54.2%. As a reaction SMILES: Br[CH2:2][CH2:3][CH:4]([C:23]1[CH:28]=[CH:27][C:26]([Cl:29])=[CH:25][CH:24]=1)/[C:5](/[F:22])=[C:6](\[F:21])/[CH2:7][C:8]1[CH:13]=[CH:12][CH:11]=[C:10]([O:14][C:15]2[CH:20]=[CH:19][CH:18]=[CH:17][CH:16]=2)[CH:9]=1.[S-:30][C:31]1[CH:36]=[CH:35][CH:34]=[CH:33][CH:32]=1.[Na+]>C(O)C>[Cl:29][C:26]1[CH:27]=[CH:28][C:23]([CH:4]([CH2:3][CH2:2][S:30][C:31]2[CH:36]=[CH:35][CH:34]=[CH:33][CH:32]=2)/[C:5](/[F:22])=[C:6](\[F:21])/[CH2:7][C:8]2[CH:13]=[CH:12][CH:11]=[C:10]([O:14][C:15]3[CH:20]=[CH:19][CH:18]=[CH:17][CH:16]=3)[CH:9]=2)=[CH:24][CH:25]=1 |f:1.2|. Procedure: To a stirred solution of 1-[(2E)-6-bromo-4-(4-chlorophenyl)-2,3-difluoro-2-hexenyl]-3-phenoxybenzene (0.308 g, 0.64 mmol) in ethanol (9.6 ml) under nitrogen was added sodium thiophenoxide (0.253 g, 1.91 mmol) and the resulting mixture was stirred at room temperature for two hours. The reaction mixture was concentrated in vacuo, diluted with water (25 ml) and extracted with methylene chloride (3×25 ml). The combined organic extracts were washed with water (2×25 ml), dried over anhydrous sodium su... Starting materials: NC1=CC=C(C=C1)O (4-aminophenol), C(CCC)(=O)O (butyric acid), C1CCC(CC1)N=C=NC2CCCCC2 (DCC). Reagents/catalysts: CN(C)C=1C=CN=CC1 (DMAP). Solvent: C(Cl)Cl (DCM). Product: C(CCC)(=O)NC1=CC=C(C=C1)O (4-butyramidophenol). RXN SMILES: [NH2:1][C:2]1[CH:7]=[CH:6][C:5]([OH:8])=[CH:4][CH:3]=1.[C:9](O)(=[O:13])[CH2:10][CH2:11][CH3:12].C1CCC(N=C=NC2CCCCC2)CC1>C(Cl)Cl.CN(C1C=CN=CC=1)C>[C:9]([NH:1][C:2]1[CH:7]=[CH:6][C:5]([OH:8])=[CH:4][CH:3]=1)(=[O:13])[CH2:10][CH2:11][CH3:12]. Reported procedure: 4-aminophenol (550 mg; 5 mmol) is added to a solution of butyric acid (1.4 mL; 15 mmol) in DCM (20 mL) at room temperature and stirred vigorously. To this solution DCC (2.48 g; 12 mmol) is added followed by DMAP (24 mg) and the contents stirred overnight at room temperature. The reaction mixture is then filtered and washed with DCM. The filtrate is concentrated and redissolved in methanol, added with 10% aqueous sodium bicarbonate solution and stirred vigorously until diacylated byproduct disapp...